Task: describe an organic reaction: reactants, conditions, products, and yield. Dataset: the Open Reaction Database (ORD), a public repository of structured organic reaction records The reactants are monohydrate, FC(C(=O)[O-])(F)F.C1(=CC=CC=C1)CC(=O)N[C@H]1[C@@H]2N(C(=C(CS2)\C=C\C[N+](C)(CC)CC(N)=O)C(=O)O)C1=O (7β-(2-Phenylacetamido)-3-[(E)-3-(Carbamoylmethylethylmethylammonio)-1-Propenyl]-3-Cephem-4-carboxylate trifluoroacetate), CC1([C@@H](N2[C@H](S1)[C@@H](C2=O)NC(=O)CC=3C=CC=CC3)C(=O)O)C (Penicillin G). Yields the product N[C@H]1[C@@H]2N(C(=C(CS2)\C=C\C[N+](C)(CC)CC(N)=O)C(=O)[O-])C1=O (7β-Amino-3-[(E)-3-(Carbamoylmethylethylmethylammonio)-1-Propenyl]-3-Cephem-4-Carboxylate). Yield: 23.8%. RXN SMILES: FC(F)(F)C([O-])=O.C1(CC([NH:17][C@@H:18]2[C:39](=[O:40])[N:20]3[C:21]([C:36]([OH:38])=[O:37])=[C:22](/[CH:25]=[CH:26]/[CH2:27][N+:28]([CH2:32][C:33](=[O:35])[NH2:34])([CH2:30][CH3:31])[CH3:29])[CH2:23][S:24][C@H:19]23)=O)C=CC=CC=1.CC1(C)S[C@@H]2[C@H](NC(CC3C=CC=CC=3)=O)C(=O)N2[C@H]1C(O)=O>>[NH2:17][C@@H:18]1[C:39](=[O:40])[N:20]2[C:21]([C:36]([O-:38])=[O:37])=[C:22](/[CH:25]=[CH:26]/[CH2:27][N+:28]([CH2:32][C:33](=[O:35])[NH2:34])([CH2:30][CH3:31])[CH3:29])[CH2:23][S:24][C@H:19]12 |f:0.1|. Procedure details: In a similar manner as in Example 6 except for the use of paratoluenesulfonic acid monohydrate in place of perchloric acid, the compound (5.9 g) of Example 12 was hydrolyzed using "Carrier-Fixed Penicillin G Amidase" (5.9 g) to obtain the target product (0.85 g).